Dataset: the Open Reaction Database (ORD), a public repository of structured organic reaction records. Task: describe an organic reaction: reactants, conditions, products, and yield Reactants: CC(C)(C)[O-], O=[N+]([O-])c1ncccc1F, [K+], Nc1ccccn1, CN(C)C=O, O. Product: O=[N+]([O-])c1ncccc1Nc1ccccn1. RXN SMILES: [CH3:18][C:19]([CH3:20])([O-:21])[CH3:22].[F:1][c:2]1[c:3]([N+:8](=[O:9])[O-:10])[n:4][cH:5][cH:6][cH:7]1.[K+:23].[NH2:11][c:12]1[n:13][cH:14][cH:15][cH:16][cH:17]1.[O:25]=[CH:26][N:27]([CH3:28])[CH3:29].[OH2:24]>>[c:2]1([NH:11][c:12]2[n:13][cH:14][cH:15][cH:16][cH:17]2)[c:3]([N+:8](=[O:9])[O-:10])[n:4][cH:5][cH:6][cH:7]1. Reactants: O (water), CC1=CC2=C(N=C(N2)S)C=C1 (5-methyl-2-mercaptobenzimidazole), C(C)(=O)OCCCCCBr (5-bromopentyl acetate), [OH-].[Na+] (sodium hydroxide). Run in C(C)O (ethanol). Yields the product OCCCCCSC=1NC2=C(N1)C=CC(=C2)C (2-(5-hydroxypentylthio)-5-methylbenzimidazole). The yield is 81.1%. Reaction SMILES: [CH3:1][C:2]1[CH:11]=[CH:10][C:5]2[N:6]=[C:7]([SH:9])[NH:8][C:4]=2[CH:3]=1.C([O:15][CH2:16][CH2:17][CH2:18][CH2:19][CH2:20]Br)(=O)C.[OH-].[Na+].O>C(O)C>[OH:15][CH2:16][CH2:17][CH2:18][CH2:19][CH2:20][S:9][C:7]1[NH:8][C:4]2[CH:3]=[C:2]([CH3:1])[CH:11]=[CH:10][C:5]=2[N:6]=1 |f:2.3|. Procedure: 2.46 g of 5-methyl-2-mercaptobenzimidazole and 3.4 g of 5-bromopentyl acetate were dissolved in 30 ml of ethanol and the mixture was refluxed with stirring under heating for 7 hours. After cooling to room temperature, the reaction mixture was added with was 22.5 ml of 2 N sodium hydroxide solution and stirred at room temperature for 1 hour, and then poured into water and extracted with ethyl acetate. The ethyl acetate layer was washed with saturated brine and dried over sodium sulfate and the so... Starting materials: O=C(OO)c1cccc(Cl)c1, ClCCl, c1ccc(-c2csc(-c3cccnc3)n2)cc1. The product is [O-][n+]1cccc(-c2nc(-c3ccccc3)cs2)c1. As a reaction SMILES: [Cl:18][c:19]1[cH:20][cH:21][cH:22][c:23]([C:24]([O:25][OH:27])=[O:26])[cH:28]1.[Cl:29][CH2:30][Cl:31].[n:1]1[cH:2][c:3](-[c:7]2[s:8][cH:9][c:10](-[c:12]3[cH:13][cH:14][cH:15][cH:16][cH:17]3)[n:11]2)[cH:4][cH:5][cH:6]1>>[n+:1]1([O-:26])[cH:2][c:3](-[c:7]2[s:8][cH:9][c:10](-[c:12]3[cH:13][cH:14][cH:15][cH:16][cH:17]3)[n:11]2)[cH:4][cH:5][cH:6]1. Reactants: C(C)(C)(C)OC(=O)N1[C@H](C(=O)O)C(CC1)C(C)C (1-(tert-butoxycarbonyl)-3-isopropylproline), ClC=1C=CC(=C(CNC([C@H]2NCCC2)=O)C1)N1N=NN=C1 (N-[5-chloro-2-(1H-tetraazol-1-yl)benzyl]-L-prolinamide), C(CCl)Cl (EDC), C1=CC2=C(N=C1)N(N=N2)O (HOAt). Solvent: CN(C)C=O (DMF), CC#N (CH3CN), O (water), CC#N (CH3CN), O (water). Reaction conditions: time 1 hour. Product: C(C)(C)(C)OC(=O)N1[C@H](C(=O)N2[C@H](C(=O)NCC3=C(C=CC(=C3)Cl)N3N=NN=C3)CCC2)C(CC1)C(C)C (1-(tert-Butoxycarbonyl)-3-isopropylprolyl-N-[5-chloro-2-(1H-tetraazol-1-yl)benzyl]-L-prolinamide). Reaction SMILES: [C:1]([O:5][C:6]([N:8]1[CH2:15][CH2:14][CH:13]([CH:16]([CH3:18])[CH3:17])[C@H:9]1[C:10]([OH:12])=O)=[O:7])([CH3:4])([CH3:3])[CH3:2].[Cl:19][C:20]1[CH:21]=[CH:22][C:23]([N:35]2[CH:39]=[N:38][N:37]=[N:36]2)=[C:24]([CH:34]=1)[CH2:25][NH:26][C:27](=[O:33])[C@@H:28]1[CH2:32][CH2:31][CH2:30][NH:29]1.C(Cl)CCl.C1C=NC2N(O)N=NC=2C=1>CN(C=O)C.CC#N.O>[C:1]([O:5][C:6]([N:8]1[CH2:15][CH2:14][CH:13]([CH:16]([CH3:18])[CH3:17])[C@H:9]1[C:10]([N:29]1[CH2:30][CH2:31][CH2:32][C@H:28]1[C:27]([NH:26][CH2:25][C:24]1[CH:34]=[C:20]([Cl:19])[CH:21]=[CH:22][C:23]=1[N:35]1[CH:39]=[N:38][N:37]=[N:36]1)=[O:33])=[O:12])=[O:7])([CH3:2])([CH3:3])[CH3:4]. Reported procedure: 1-(tert-Butoxycarbonyl)-3-isopropylprolyl-N-[5-chloro-2-(1H-tetraazol-1-yl)benzyl]-L-prolinamide was prepared from 1-(tert-butoxycarbonyl)-3-isopropylproline (from the previous step, 252 mg, 0.98 mmol), N-[5-chloro-2-(1H-tetraazol-1-yl)benzyl]-L-prolinamide (Example 26, Step B, 300 mg, 0.98 mmol, 1.0 equiv), EDC (282 mg, 1.47 mmol, 1.5 equiv) and HOAt (67 mg, 0.49 mmol, 0.5 equiv) in DMF (1 mL) essentially according to the procedure described in Example 39, Step D. Reverse phase chromatography [... The reactants are CCCN1CCOC(CO)C1, Cc1ccc(S(=O)(=O)Cl)cc1, c1ccncc1. Yields the product CCCN1CCOC(COS(=O)(=O)c2ccc(C)cc2)C1. As a reaction SMILES: [OH:1][CH2:2][CH:3]1[O:4][CH2:5][CH2:6][N:7]([CH2:9][CH2:10][CH3:11])[CH2:8]1.[c:12]1([CH3:22])[cH:13][cH:14][c:15]([S:18](=[O:19])(=[O:20])[Cl:21])[cH:16][cH:17]1.[cH:23]1[cH:24][cH:25][n:26][cH:27][cH:28]1>>[O:1]([CH2:2][CH:3]1[O:4][CH2:5][CH2:6][N:7]([CH2:9][CH2:10][CH3:11])[CH2:8]1)[S:18]([c:15]1[cH:14][cH:13][c:12]([CH3:22])[cH:17][cH:16]1)(=[O:19])=[O:20]. Reactants: COC(=O)CC(C[N+](=O)[O-])c1cc(C(C)(C)C)c(OC)c(C(C)(C)C)c1, CO, O. Yields the product COc1c(C(C)(C)C)cc(C2CC(=O)N(O)C2)cc1C(C)(C)C. Reaction SMILES: [C:1]([CH3:2])([CH3:3])([CH3:4])[c:5]1[cH:6][c:7]([CH:17]([CH2:18][C:19]([O:21][CH3:22])=[O:25])[CH2:23][N+:24](=[O:20])[O-:26])[cH:8][c:9]([C:13]([CH3:14])([CH3:15])[CH3:16])[c:10]1[O:11][CH3:12].[CH3:28][OH:29].[OH2:27]>>[C:1]([CH3:2])([CH3:3])([CH3:4])[c:5]1[cH:6][c:7]([CH:17]2[CH2:18][C:19](=[O:21])[N:24]([OH:26])[CH2:23]2)[cH:8][c:9]([C:13]([CH3:14])([CH3:15])[CH3:16])[c:10]1[O:11][CH3:12]. Reactants: Cc1cc(C#N)ccc1NC(=O)C(F)(F)F, ClC(Cl)(Cl)Cl, O=S(=O)(Cl)Cl, Cl. Product: N#Cc1ccc(NC(=O)C(F)(F)F)c(CCl)c1. As a reaction SMILES: [C:1](#[N:2])[c:3]1[cH:4][c:5]([CH3:16])[c:6]([NH:9][C:10]([C:11]([F:12])([F:13])[F:14])=[O:15])[cH:7][cH:8]1.[C:23]([Cl:24])([Cl:25])([Cl:26])[Cl:27].[Cl:17][S:18](=[O:19])(=[O:20])[Cl:21].[ClH:22]>>[C:1](#[N:2])[c:3]1[cH:4][c:5]([CH2:16][Cl:17])[c:6]([NH:9][C:10]([C:11]([F:12])([F:13])[F:14])=[O:15])[cH:7][cH:8]1.